describe an organic reaction: reactants, conditions, products, and yield From a dataset of the Open Reaction Database (ORD), a public repository of structured organic reaction records. Reactants: CC1=NC(=CC=C1CO)C1=CC=C(C=C1)C(F)(F)F ([2-methyl-6-(4-trifluoromethyl-phenyl)-pyridin-3-yl]-methanol), C(C)N(C(C)C)C(C)C (N-ethyl diisopropylamine), CS(=O)(=O)Cl (methane sulfonylchloride). The solvent is C(Cl)Cl (MeCl2). Run at temperature 0 celsius, time 30 minute. The product is CC1=NC(=CC=C1COS(=O)(=O)C)C1=CC=C(C=C1)C(F)(F)F (Methanesulfonic acid 2-methyl-6-(4-trifluoromethyl-phenyl)-pyridin-3-ylmethyl Ester). RXN SMILES: [CH3:1][C:2]1[C:7]([CH2:8][OH:9])=[CH:6][CH:5]=[C:4]([C:10]2[CH:15]=[CH:14][C:13]([C:16]([F:19])([F:18])[F:17])=[CH:12][CH:11]=2)[N:3]=1.C(N(C(C)C)C(C)C)C.[CH3:29][S:30](Cl)(=[O:32])=[O:31]>C(Cl)Cl>[CH3:1][C:2]1[C:7]([CH2:8][O:9][S:30]([CH3:29])(=[O:32])=[O:31])=[CH:6][CH:5]=[C:4]([C:10]2[CH:15]=[CH:14][C:13]([C:16]([F:17])([F:19])[F:18])=[CH:12][CH:11]=2)[N:3]=1. Procedure details: 2.60 g (9.7 mmol) of [2-methyl-6-(4-trifluoromethyl-phenyl)-pyridin-3-yl]-methanol (example 1M]) were dissolved in 50 ml MeCl2 and cooled down to 0° C. 2.55 ml=1.93 g (14.6 mmol) of N-ethyl diisopropylamine was added, followed by 0.85 ml=1.25 g (10.7 mmol) of methane sulfonylchloride, drop by drop. After stirring for 30 min. at ambient temperature, the reaction mixture was poured into crashed ice and extracted twice with MeCl2. The combined organic phases were washed with water and brine, dried ... Reactants: CCCCC1=NC(=C(N1CC=2C=CC(=CC2)C=3C=CC=CC3C4=NNN=N4)CO)Cl (Losartan), C(C)(C)(C)[O-].[K+] (potassium t-butanolate), CCCCCCC (n-heptane). Solvent: C(C)(C)O (i-propanol). Reaction conditions: time 1 hour. Yields the product CCCCC1=NC(=C(N1CC=2C=CC(=CC2)C=3C=CC=CC3C4=N[N-]N=N4)CO)Cl.[K+] (losartan potassium). The yield is 97.2%. As a reaction SMILES: [CH3:1][CH2:2][CH2:3][CH2:4][C:5]1[N:9]([CH2:10][C:11]2[CH:12]=[CH:13][C:14]([C:17]3[CH:18]=[CH:19][CH:20]=[CH:21][C:22]=3[C:23]3[N:27]=[N:26][NH:25][N:24]=3)=[CH:15][CH:16]=2)[C:8]([CH2:28][OH:29])=[C:7]([Cl:30])[N:6]=1.C([O-])(C)(C)C.[K+:36].CCCCCCC>C(O)(C)C>[CH3:1][CH2:2][CH2:3][CH2:4][C:5]1[N:9]([CH2:10][C:11]2[CH:16]=[CH:15][C:14]([C:17]3[CH:18]=[CH:19][CH:20]=[CH:21][C:22]=3[C:23]3[N:27]=[N:26][N-:25][N:24]=3)=[CH:13][CH:12]=2)[C:8]([CH2:28][OH:29])=[C:7]([Cl:30])[N:6]=1.[K+:36] |f:1.2,5.6|. Procedure details: To 40.81 g losartan of Example 1 in 110 ml i-propanol was added 10.86 g of potassium t-butanolate a temperature between 10° C. and 25° C. The reaction mixture clarified. A dense white precipitate was formed when 150 ml of n-heptane was added and stirred at room temperature for 1 hour. It was filtered and washed with 75 ml n-heptane, dried at 50° C. C in vacuo overnight to yield 43.25 g of losartan potassium. Starting materials: OC1=C(C(CC(C1)(C)C)=O)SCCC(C)C (3-hydroxy-2-isopentylthio-5,5-dimethyl-2-cyclohexen-1-one), OO (hydrogen peroxide), ice water. Run in C(C)(=O)O (acetic acid). Conditions: time 24 hour. Yields the product OC1=C(C(CC(C1)(C)C)=O)S(=O)CCC(C)C (3-Hydroxy-2-isopentylsulfinyl-5,5-dimethyl-2-cyclohexen-1-one). As a reaction SMILES: [OH:1][C:2]1[CH2:7][C:6]([CH3:9])([CH3:8])[CH2:5][C:4](=[O:10])[C:3]=1[S:11][CH2:12][CH2:13][CH:14]([CH3:16])[CH3:15].[OH:17]O>C(O)(=O)C>[OH:10][C:4]1[CH2:5][C:6]([CH3:8])([CH3:9])[CH2:7][C:2](=[O:1])[C:3]=1[S:11]([CH2:12][CH2:13][CH:14]([CH3:16])[CH3:15])=[O:17]. Reported procedure: A mixture of 3-hydroxy-2-isopentylthio-5,5-dimethyl-2-cyclohexen-1-one (10 g., 0.041 mole), 30 percent hydrogen peroxide (4.7 g., 0.041 mole), and 100 ml. of glacial acetic acid was allowed to stand at room temperature for 24 hours. The mixture was poured into ice water and the precipitated pink crystals were filtered and dried (9.1 g., m.p. 64.5°-66°C.).